Dataset: the Open Reaction Database (ORD), a public repository of structured organic reaction records. Task: describe an organic reaction: reactants, conditions, products, and yield As a reaction SMILES: [Br:1][CH2:2][c:3]1[cH:4][c:5]([NH:9][C:10]([CH2:11][c:12]2[cH:13][cH:14][c:15]([O:18][CH2:19][CH2:20][CH2:21][CH2:22][CH2:23][CH2:24][CH2:25][CH2:26][CH2:27][CH2:28][CH2:29][CH2:30][CH2:31][CH3:32])[cH:16][cH:17]2)=[O:33])[cH:6][cH:7][cH:8]1.[CH3:42][C:43]#[N:44].[n:34]1[cH:35][c:36]([CH3:41])[cH:37][c:38]([CH3:40])[cH:39]1>>[Br-:1].[CH2:2]([c:3]1[cH:4][c:5]([NH:9][C:10]([CH2:11][c:12]2[cH:13][cH:14][c:15]([O:18][CH2:19][CH2:20][CH2:21][CH2:22][CH2:23][CH2:24][CH2:25][CH2:26][CH2:27][CH2:28][CH2:29][CH2:30][CH2:31][CH3:32])[cH:16][cH:17]2)=[O:33])[cH:6][cH:7][cH:8]1)[n+:34]1[cH:35][c:36]([CH3:41])[cH:37][c:38]([CH3:40])[cH:39]1. The reactants are CCCCCCCCCCCCCCOc1ccc(CC(=O)Nc2cccc(CBr)c2)cc1, CC#N, Cc1cncc(C)c1. Product: [Br-], CCCCCCCCCCCCCCOc1ccc(CC(=O)Nc2cccc(C[n+]3cc(C)cc(C)c3)c2)cc1. Starting materials: ClC1=NC(=NC(=C1)N1CCN(CC1)CCO)C1=CC=CC=C1 (4-(4-chloro-2-phenylpyrimidin-6-yl)-1-piperazineethanol), ClC1=CC=C(C=C1)S (p-chlorothiophenol). Run at temperature 160 celsius. Product: ClC1=CC=C(C=C1)SC1=NC(=NC(=C1)N1CCN(CC1)CCO)C1=CC=CC=C1 (4-[4-(4-chlorophenylthio)-2-phenyl-6-pyrimidinyl]-1-piperazine ethanol). Reaction SMILES: Cl[C:2]1[CH:7]=[C:6]([N:8]2[CH2:13][CH2:12][N:11]([CH2:14][CH2:15][OH:16])[CH2:10][CH2:9]2)[N:5]=[C:4]([C:17]2[CH:22]=[CH:21][CH:20]=[CH:19][CH:18]=2)[N:3]=1.[Cl:23][C:24]1[CH:29]=[CH:28][C:27]([SH:30])=[CH:26][CH:25]=1>>[Cl:23][C:24]1[CH:29]=[CH:28][C:27]([S:30][C:2]2[CH:7]=[C:6]([N:8]3[CH2:13][CH2:12][N:11]([CH2:14][CH2:15][OH:16])[CH2:10][CH2:9]3)[N:5]=[C:4]([C:17]3[CH:22]=[CH:21][CH:20]=[CH:19][CH:18]=3)[N:3]=2)=[CH:26][CH:25]=1. Procedure details: A well blended mixture of 3.8 g. of 4-(4-chloro-2-phenylpyrimidin-6-yl)-1-piperazineethanol and 7.0 g. of p-chlorothiophenol is heated in an oil bath maintaining the temperature at 160°C. for 3 hours. After being cooled to room temperature, the reaction mixture is triturated with 60 ml. of 30°/o sodium hydroxide. The product is collected on a sintered glass funnel and washed with water repeatedly. Upon recrystallization from 65°/o ethanol, there is obtained 4-[4-(4-chlorophenylthio)-2-phenyl-6-p... Starting materials: ClC1=CC=C(C=C1)C(CCCO)C1=CNC2=C(C=CC=C12)CSC (4-(4-Chlorophenyl)-4-{7-[(methylsulfanyl)methyl]-1H-indol-3-yl}butan-1-ol), ClCCl (dichloromethane), ClC1=CC(=CC=C1)C(=O)OO (meta-chloroperbenzoic acid). Solvent: CO (methanol). Reaction conditions: time 8 hour. The product is ClC1=CC=C(C=C1)C(CCCO)C1=CNC2=C(C=CC=C12)CS(=O)C (4-(4-Chlorophenyl)-4-{7-[(methylsulfinyl)methyl]-1H-indol-3-yl}butan-1-ol). As a reaction SMILES: [Cl:1][C:2]1[CH:7]=[CH:6][C:5]([CH:8]([C:13]2[C:21]3[C:16](=[C:17]([CH2:22][S:23][CH3:24])[CH:18]=[CH:19][CH:20]=3)[NH:15][CH:14]=2)[CH2:9][CH2:10][CH2:11][OH:12])=[CH:4][CH:3]=1.ClCCl.ClC1C=CC=C(C(OO)=[O:36])C=1>CO>[Cl:1][C:2]1[CH:3]=[CH:4][C:5]([CH:8]([C:13]2[C:21]3[C:16](=[C:17]([CH2:22][S:23]([CH3:24])=[O:36])[CH:18]=[CH:19][CH:20]=3)[NH:15][CH:14]=2)[CH2:9][CH2:10][CH2:11][OH:12])=[CH:6][CH:7]=1. Procedure: 40 mg (0.11 mmol) of the compound from Example 15 were introduced into 7 ml of dichloromethane at 0° C., 27.4 mg (0.11 mmol) of 70% pure meta-chloroperbenzoic acid were added, and the mixture was stirred at RT overnight. 2 ml of methanol were added, the residue after concentration was taken up in dichloromethane and saturated aqueous sodium bicarbonate solution, the phases were separated, the organic phase was washed twice with saturated aqueous sodium bicarbonate solution, water and saturated a... Starting materials: CN1C(CN=C(C2=C1C=CC=C2)C2=CC=CC=C2)=O (1,3-dihydro-1-methyl-5-phenyl-2H-1,4-benzodiazepin-2-one), C=O (formaline), [OH-].[Na+] (sodium hydroxide), C=O (formaline), [OH-].[Na+] (sodium hydroxide). Run in C(C)(=O)OCC (ethyl acetate). Yields the product OCC1C(N(C2=C(C(=N1)C1=CC=CC=C1)C=CC=C2)C)=O (1,3-dihydro-3-hydroxymethyl-1-methyl-5-phenyl-2H-1,4-benzodiazepin-2-one). Yield: 15.0%. As a reaction SMILES: [CH3:1][N:2]1[C:8]2[CH:9]=[CH:10][CH:11]=[CH:12][C:7]=2[C:6]([C:13]2[CH:18]=[CH:17][CH:16]=[CH:15][CH:14]=2)=[N:5][CH2:4][C:3]1=[O:19].[CH2:20]=[O:21].[OH-].[Na+]>C(OCC)(=O)C>[OH:21][CH2:20][CH:4]1[N:5]=[C:6]([C:13]2[CH:14]=[CH:15][CH:16]=[CH:17][CH:18]=2)[C:7]2[CH:12]=[CH:11][CH:10]=[CH:9][C:8]=2[N:2]([CH3:1])[C:3]1=[O:19] |f:2.3|. Procedure: A reaction mixture of 1,3-dihydro-1-methyl-5-phenyl-2H-1,4-benzodiazepin-2-one (J. Org. Chem. 52, 3232, (1987)) (12.6 g, 50 mmol), formaline-solution (37% in water, 75 mL) and sodium hydroxide (4.4 g, 110 mmol) was heated to reflux for 4.5 hours. Then additional formaline solution (35 mL) and sodium hydroxide (2.2 g) was added and the reaction mixture was heated for 4 hours. The cooled suspension was diluted with ethyl acetate, the organic layer separated, washed with water and dried over Na2SO4... The reactants are ClCCC(=O)NC(C)C1=CC=C(C=C1)Cl (3-chloro-N-[1-(4-chlorophenyl)ethyl]-propionamide), CC=1NC=CN1 (2-methylimidazole), [H-].[Na+] (sodium hydride), O (water). Run in O1CCCC1 (THF), C(C)(=O)OCC (ethyl acetate), O1CCCC1 (tetrahydrofuran), O1CCCC1 (THF). Reaction conditions: time 1 hour. The product is ClC1=CC=C(C=C1)C(C)NC(CCN1C(=NC=C1)C)=O (N-[1-(4-chlorophenyl)ethyl]-3-(2-methylimidazol-1-yl)propionamide). As a reaction SMILES: [CH3:1][C:2]1[NH:3][CH:4]=[CH:5][N:6]=1.[H-].[Na+].Cl[CH2:10][CH2:11][C:12]([NH:14][CH:15]([C:17]1[CH:22]=[CH:21][C:20]([Cl:23])=[CH:19][CH:18]=1)[CH3:16])=[O:13].O>O1CCCC1.C(OCC)(=O)C>[Cl:23][C:20]1[CH:19]=[CH:18][C:17]([CH:15]([NH:14][C:12](=[O:13])[CH2:11][CH2:10][N:3]2[CH:4]=[CH:5][N:6]=[C:2]2[CH3:1])[CH3:16])=[CH:22][CH:21]=1 |f:1.2|. Procedure details: A solution of 2-methylimidazole (2.64 g) in dry tetrahydrofuran (THF) (40 ml ) was added over 1 minute to a stirred suspension of sodium hydride (1.54 g; 60% dispersion in oil) in THF (65 ml) under dry nitrogen. The mixture was stirred at ambient temperature for 1 hour, then heated to boiling under reflux and allowed to cool. A solution of 3-chloro-N-[1-(4-chlorophenyl)ethyl]-propionamide (5.7 g) in THF (25 ml) was added and the mixture stirred under reflux for 16 hours. The mixture was cooled a... The reactants are [H-].C(C(C)C)[Al+]CC(C)C (diisobutylaluminium hydride), CO (methanol), C(C)OC(=O)C=1C=NC2=CC=C(C=C2C1)OC (3-ethoxycarbonyl-6-methoxyquinoline), solution. Solvent: C1(=CC=CC=C1)C.C(Cl)Cl (toluene methylene chloride), C1(=CC=CC=C1)C (toluene). Run at time 30 minute. The product is OCC=1C=NC2=CC=C(C=C2C1)OC (3-Hydroxymethyl-6-methoxyquinoline). The yield is 36.4%. RXN SMILES: C([O:3][C:4]([C:6]1[CH:7]=[N:8][C:9]2[C:14]([CH:15]=1)=[CH:13][C:12]([O:16][CH3:17])=[CH:11][CH:10]=2)=O)C.[H-].C([Al+]CC(C)C)C(C)C.CO>C1(C)C=CC=CC=1.C(Cl)Cl.C1(C)C=CC=CC=1>[OH:3][CH2:4][C:6]1[CH:7]=[N:8][C:9]2[C:14]([CH:15]=1)=[CH:13][C:12]([O:16][CH3:17])=[CH:11][CH:10]=2 |f:1.2,4.5|. Procedure details: To a suspension of 5.9 g (25 mmol) of 3-ethoxycarbonyl-6-methoxyquinoline in 120 mL of 1:1 toluene/methylene chloride were added dropwise at -50° C., 36.7 mL (55 mmol) of diisobutylaluminium hydride as a 1.5M solution in toluene. The reaction mixture was gradually warmed to room temperature. To this mixture were added about 4 mL of methanol to quench excess reducing agent, and then water was added with vigorous stirring. After 30 minutes, 150 mL of ethyl acetate and anhydrous magnesium sulfate w... Starting materials: CC(C)Cc1ccc(-c2nc(-c3ncc(C=O)cn3)no2)cc1, CC(C)Cc1ccc(-c2nc(-c3cnc(CNC4CC(C(=O)O)C4)cn3)no2)cc1. The product is CC(C)Cc1ccc(-c2nc(-c3ncc(CNC4CC(C(=O)O)C4)cn3)no2)cc1. Reaction SMILES: [CH2:1]([CH:2]([CH3:3])[CH3:4])[c:5]1[cH:6][cH:7][c:8](-[c:11]2[n:12][c:13](-[c:16]3[n:17][cH:18][c:19]([CH:22]=[O:23])[cH:20][n:21]3)[n:14][o:15]2)[cH:9][cH:10]1.[CH2:24]([c:25]1[cH:26][cH:27][c:28](-[c:29]2[o:30][n:31][c:32](-[c:33]3[n:34][cH:35][c:36]([CH2:45][NH:46][CH:47]4[CH2:48][CH:49]([C:51](=[O:52])[OH:53])[CH2:50]4)[n:37][cH:38]3)[n:39]2)[cH:40][cH:41]1)[CH:42]([CH3:43])[CH3:44]>>[CH2:1]([CH:2]([CH3:3])[CH3:4])[c:5]1[cH:6][cH:7][c:8](-[c:11]2[n:12][c:13](-[c:16]3[n:17][cH:18][c:19]([CH2:45][NH:46][CH:47]4[CH2:48][CH:49]([C:51](=[O:52])[OH:53])[CH2:50]4)[cH:20][n:21]3)[n:14][o:15]2)[cH:9][cH:10]1. Starting materials: [H-].[Na+] (sodium hydride), ClCC(=O)NC(CO)C1=CC(=C(C=C1)F)F (2-chloro-N-[1-(3,4-difluoro-phenyl)-2-hydroxy-ethyl]-acetamide). Solvent: C1CCOC1 (THF), C1CCOC1 (THF). Conditions: time 8 hour. Yields the product FC=1C=C(C=CC1F)C1COCC(N1)=O (5-(3,4-difluoro-phenyl)-morpholin-3-one). Isolated yield 36.1%. RXN SMILES: [H-].[Na+].Cl[CH2:4][C:5]([NH:7][CH:8]([C:11]1[CH:16]=[CH:15][C:14]([F:17])=[C:13]([F:18])[CH:12]=1)[CH2:9][OH:10])=[O:6]>C1COCC1>[F:18][C:13]1[CH:12]=[C:11]([CH:8]2[NH:7][C:5](=[O:6])[CH2:4][O:10][CH2:9]2)[CH:16]=[CH:15][C:14]=1[F:17] |f:0.1|. Procedure details: To a suspension of sodium hydride (0.29 g, 11.39 mmol) in 48 mL THF was added a solution of 2-chloro-N-[1-(3,4-difluoro-phenyl)-2-hydroxy-ethyl]-acetamide (2.6 g, 10.4 mmol) in 48 mL THF dropwise via a dropping funnel at −25° C. over 20 min. After the addition was over, the cooling bath was removed and the reaction mixture was stirred at room temperature for 8 hours. TLC analysis indicated a complete disappearance of the starting material. The reaction was quenched by adding a few crystals of ic... Reactants: C1(CC1)CS(=O)(=O)C1CCC(CC1)(C#N)C(=O)N1CCCC1 (4-cyclopropylmethanesulfonyl-1-(pyrrolidine-1-carbonyl)-cyclohexanecarbonitrile). Reagents/catalysts: [Ni] (Raney Nickel). Run in N (ammonia), CO (methanol). Reaction conditions: time 18 hour. Product: NCC1(CCC(CC1)S(=O)(=O)CC1CC1)C(=O)N1CCCC1 ((1-aminomethyl-4-cyclopropylmethanesulfonyl-cyclohexyl)-pyrrolidin-1-yl-methanone). Yield: 103.0%. As a reaction SMILES: [CH:1]1([CH2:4][S:5]([CH:8]2[CH2:13][CH2:12][C:11]([C:16]([N:18]3[CH2:22][CH2:21][CH2:20][CH2:19]3)=[O:17])([C:14]#[N:15])[CH2:10][CH2:9]2)(=[O:7])=[O:6])[CH2:3][CH2:2]1>N.CO.[Ni]>[NH2:15][CH2:14][C:11]1([C:16]([N:18]2[CH2:19][CH2:20][CH2:21][CH2:22]2)=[O:17])[CH2:12][CH2:13][CH:8]([S:5]([CH2:4][CH:1]2[CH2:3][CH2:2]2)(=[O:6])=[O:7])[CH2:9][CH2:10]1. Procedure details: To 4-cyclopropylmethanesulfonyl-1-(pyrrolidine-1-carbonyl)-cyclohexanecarbonitrile (231 mg; 0.712 mmol) in 2 M ammonia in methanol solution (15 ml) under a nitrogen atmosphere was added Raney Nickel (approx. 1 ml of 50% aqueous slurry). The resulting mixture was agitated under an atmosphere of hydrogen (50 psi) on a Parr apparatus for 18 hours. The mixture was filtered through a catalyst filter and the catalyst washed extensively with MeOH (200 ml, added in portions). The filtrate was evaporated...